Task: describe an organic reaction: reactants, conditions, products, and yield. Dataset: the Open Reaction Database (ORD), a public repository of structured organic reaction records Starting materials: 52.8, FC(CO)(C(F)F)F (2,2,3,3-tetrafluoro-1-propanol), C1=C(C=CC2=CC=CC=C12)S(=O)(=O)Cl (2-naphthalenesulfonyl chloride), N1=CC=CC=C1 (pyridine). Reagents/catalysts: CN(C1=CC=NC=C1)C (N,N-dimethyl-4-pyridinamine). The solvent is O (water). Reaction conditions: time 48 hour. Product: 98.2, C1=C(C=CC2=CC=CC=C12)S(=O)(=O)OCC(C(F)F)(F)F (2,2,3,3-tetrafluoropropyl 2-naphthalenesulfonate). Isolated yield 76.2%. RXN SMILES: [F:1][C:2]([F:8])([CH:5]([F:7])[F:6])[CH2:3][OH:4].[CH:9]1[C:18]2[C:13](=[CH:14][CH:15]=[CH:16][CH:17]=2)[CH:12]=[CH:11][C:10]=1[S:19](Cl)(=[O:21])=[O:20].N1C=CC=CC=1>CN(C)C1C=CN=CC=1.O>[CH:9]1[C:18]2[C:13](=[CH:14][CH:15]=[CH:16][CH:17]=2)[CH:12]=[CH:11][C:10]=1[S:19]([O:4][CH2:3][C:2]([F:8])([F:1])[CH:5]([F:7])[F:6])(=[O:20])=[O:21]. Procedure: A mixture of 52.8 parts of 2,2,3,3-tetrafluoro-1-propanol, 117.8 parts of 2-naphthalenesulfonyl chloride, 294 parts of pyridine and 2.0 parts of N,N-dimethyl-4-pyridinamine was stirred for 48 hours at room temperature. The reaction mixture was diluted with water and the whole was left to crystallize. The product was filtered off, washed with water and recrystallized from 2-propanol, yielding 98.2 parts (76.2%) of 2,2,3,3-tetrafluoropropyl 2-naphthalenesulfonate; mp. 89.6° C. (interm. 27). The reactants are ClC1=CC=C(C=C1)C(F)(F)F (1-chloro-4-trifluoromethylbenzene), 1-phenyl-3-(N-methylamine)propane-1-ol, CN1C(CCC1)=O (N-methyl-pyrrolidone), [OH-].[K+] (potassium hydroxide), [OH-].[K+] (KOH), [Cl-].[K+] (KCl). The solvent is C(C)(=O)O (acetic acid). Run at temperature 90 celsius, time 10 hour. The product is CNCCC(C=1C=CC=CC1)OC=2C=CC(=CC2)C(F)(F)F.Cl (fluoxetine hydrochloride). Reaction SMILES: [CH3:1][N:2]1[CH2:6][CH2:5][CH2:4][C:3]1=O.[OH-:8].[K+].[Cl:10][C:11]1[CH:16]=[CH:15][C:14]([C:17]([F:20])([F:19])[F:18])=[CH:13][CH:12]=1.[Cl-].[K+]>C(O)(=O)C>[CH3:1][NH:2][CH2:6][CH2:5][CH:4]([O:8][C:11]1[CH:16]=[CH:15][C:14]([C:17]([F:20])([F:19])[F:18])=[CH:13][CH:12]=1)[C:3]1[CH:13]=[CH:12][CH:11]=[CH:16][CH:15]=1.[ClH:10] |f:1.2,4.5,7.8|. Procedure: 30 g of 1-phenyl-3-(N-methylamine)propane-1-ol and 150 ml of N-methyl-pyrrolidone are added in a 0.5 l flask under nitrogen atmosphere. When the solution has completely turned to yellow, 28.2 g of KOH 90.4% are added and a moderate exothermia is observed. Then, n-exane is added in an amount sufficient to have reflux at a temperature of 90° C. The inner temperature is raised at 90° C. under constant and azeothropic reflux, optionally by varying the amount of n-exane and in 1 hour 42.6 g of 1-chlo...